Dataset: the Open Reaction Database (ORD), a public repository of structured organic reaction records. Task: describe an organic reaction: reactants, conditions, products, and yield The reactants are Cc1nc(C(=O)O)c(-c2ccccc2C)o1, CC(F)(F)CCCCn1cc(N)cn1. Yields the product Cc1nc(C(=O)Nc2cnn(CCCCC(C)(F)F)c2)c(-c2ccccc2C)o1. Reaction SMILES: [CH3:15][c:16]1[o:17][c:18](-[c:24]2[c:25]([CH3:30])[cH:26][cH:27][cH:28][cH:29]2)[c:19]([C:21](=[O:22])[OH:23])[n:20]1.[F:1][C:2]([CH2:3][CH2:4][CH2:5][CH2:6][n:7]1[n:8][cH:9][c:10]([NH2:12])[cH:11]1)([CH3:13])[F:14]>>[F:1][C:2]([CH2:3][CH2:4][CH2:5][CH2:6][n:7]1[n:8][cH:9][c:10]([NH:12][C:21]([c:19]2[c:18](-[c:24]3[c:25]([CH3:30])[cH:26][cH:27][cH:28][cH:29]3)[o:17][c:16]([CH3:15])[n:20]2)=[O:22])[cH:11]1)([CH3:13])[F:14]. Starting materials: ClC=1C(=NC=CC1)N1N=C(C=C1C(=O)OC)COS(=O)(=O)C (methyl 2-(3-chloropyridin-2-yl)-5-methane-sulphonyloxymethyl-2H-pyrazole-3-carboxylate), C([O-])([O-])=O.[K+].[K+] (potassium carbonate), FC(C1=NNC(=C1)C(F)(F)F)(F)F (3,5-bis(trifluoromethyl)pyrazole). Run in C(C)#N (acetonitrile). Conditions: temperature 60 celsius, time 1 hour. The product is FC(C1=NN(C(=C1)C(F)(F)F)CC=1C=C(N(N1)C1=NC=CC=C1Cl)C(=O)OC)(F)F (Methyl 5-(3,5-bistrifluoromethylpyrazol-1-ylmethyl)-2-(3-chloropyridin-2-yl)-2H-pyrazole-3-carboxylate). RXN SMILES: [Cl:1][C:2]1[C:3]([N:8]2[C:12]([C:13]([O:15][CH3:16])=[O:14])=[CH:11][C:10]([CH2:17]OS(C)(=O)=O)=[N:9]2)=[N:4][CH:5]=[CH:6][CH:7]=1.C(=O)([O-])[O-].[K+].[K+].[F:29][C:30]([F:41])([F:40])[C:31]1[CH:35]=[C:34]([C:36]([F:39])([F:38])[F:37])[NH:33][N:32]=1>C(#N)C>[F:39][C:36]([F:37])([F:38])[C:34]1[CH:35]=[C:31]([C:30]([F:29])([F:40])[F:41])[N:32]([CH2:17][C:10]2[CH:11]=[C:12]([C:13]([O:15][CH3:16])=[O:14])[N:8]([C:3]3[C:2]([Cl:1])=[CH:7][CH:6]=[CH:5][N:4]=3)[N:9]=2)[N:33]=1 |f:1.2.3|. Reported procedure: A solution of 700 mg (2.03 mmol) of methyl 2-(3-chloropyridin-2-yl)-5-methane-sulphonyloxymethyl-2H-pyrazole-3-carboxylate in 15 ml of acetonitrile is admixed in succession with 336 mg (2.43 mmol) of potassium carbonate and 413 mg (2.03 mmol) of 3,5-bis(trifluoromethyl)pyrazole and the mixture is subsequently stirred at 60° C. for 1 h. After the mixture has cooled to room temperature, the solvent is concentrated on a rotary evaporator, water is added and extraction is carried out with three time...